Dataset: the Open Reaction Database (ORD), a public repository of structured organic reaction records. Task: describe an organic reaction: reactants, conditions, products, and yield The reactants are C(C)(=O)O[C@H](C#C)CCCCC (3(S)-acetyloxy-1-octyne), C(C)NCC (diethylamine), C=O (paraformaldehyde), O1CCOCC1 (p-dioxane). The solvent is CCOCC (ether). Product: C(C)N(CC#C[C@H](CCCCC)OC(C)=O)CC (1-Diethylamino-4(S)-acetyloxy-2nonyne). The yield is 89.0%. Reaction SMILES: [C:1]([O:4][C@@H:5]([CH2:8][CH2:9][CH2:10][CH2:11][CH3:12])[C:6]#[CH:7])(=[O:3])[CH3:2].[CH2:13]([NH:15][CH2:16][CH3:17])[CH3:14].C=O.O1CCOC[CH2:21]1>CCOCC>[CH2:13]([N:15]([CH2:16][CH3:17])[CH2:21][C:7]#[C:6][C@@H:5]([O:4][C:1](=[O:3])[CH3:2])[CH2:8][CH2:9][CH2:10][CH2:11][CH3:12])[CH3:14]. Procedure details: A mixture of 3(S)-acetyloxy-1-octyne (58.5 g., 0.35 mole), diethylamine (28.5 g., 0.39 mole), paraformaldehyde (13.8 g., 0.46 mole), and p-dioxane (60 ml.) is heated on the steam bath for 17 hours, then cooled to room temperature and diluted with ether (250 ml.). The resulting solution is extracted with 5% hydrochloric acid (300 ml.) providing an aqueous extract (acidic) which is made basic with 10% sodium hydroxide solution and extracted with ether. The organic extract is dried over sodium sulf... Reactants: CC(=O)N=C(OC(C)=O)N1CCSC1c1ccccc1OCCN1CCN(c2ccccc2)CC1, CCO, Cl, [Na+], C1CCOC1, [OH-], O. The product is CC(=O)NC(=O)N1CCSC1c1ccccc1OCCN1CCN(c2ccccc2)CC1. As a reaction SMILES: [C:1]([CH3:2])(=[O:3])[N:4]=[C:5]([O:6][C:7](=[O:8])[CH3:9])[N:10]1[CH:11]([c:15]2[c:16]([O:21][CH2:22][CH2:23][N:24]3[CH2:25][CH2:26][N:27]([c:30]4[cH:31][cH:32][cH:33][cH:34][cH:35]4)[CH2:28][CH2:29]3)[cH:17][cH:18][cH:19][cH:20]2)[S:12][CH2:13][CH2:14]1.[CH3:36][CH2:37][OH:38].[ClH:41].[Na+:40].[O:42]1[CH2:43][CH2:44][CH2:45][CH2:46]1.[OH-:39].[OH2:47]>>[C:1]([CH3:2])(=[O:3])[NH:4][C:5](=[O:6])[N:10]1[CH:11]([c:15]2[c:16]([O:21][CH2:22][CH2:23][N:24]3[CH2:25][CH2:26][N:27]([c:30]4[cH:31][cH:32][cH:33][cH:34][cH:35]4)[CH2:28][CH2:29]3)[cH:17][cH:18][cH:19][cH:20]2)[S:12][CH2:13][CH2:14]1. Reactants: C(C1=CC=CC=C1)(=O)OCC (Ethyl benzoate), [Al+3].[Cl-].[Cl-].[Cl-] (AlCl3). Run in CCCCCC (n-hexane). Reaction conditions: temperature 68 celsius. Product: C(C1=CC=CC=C1)(=O)OCC.[Al+3].[Cl-].[Cl-].[Cl-] (ethyl benzoate AlCl3). Reaction SMILES: [C:1]([O:9][CH2:10][CH3:11])(=[O:8])[C:2]1[CH:7]=[CH:6][CH:5]=[CH:4][CH:3]=1.[Al+3:12].[Cl-:13].[Cl-].[Cl-]>CCCCCC>[C:1]([O:9][CH2:10][CH3:11])(=[O:8])[C:2]1[CH:7]=[CH:6][CH:5]=[CH:4][CH:3]=1.[Al+3:12].[Cl-:13].[Cl-:13].[Cl-:13] |f:1.2.3.4,6.7.8.9.10|. Procedure details: Ethyl benzoate (0.1 mol) and AlCl3 (anhydrous) (0.1 mol) were added to n-hexane (100 ml), followed by heating the mixture at 68° C. for 30 minutes, cooling, filtering off, washing with n-hexane and drying to obtain a reaction product (G) of ethyl benzoate--AlCl3 (1:1). As a reaction SMILES: [CH3:1][O:2][C:3]1[C:4]2[N:11]=[C:10]([NH2:12])[S:9][C:5]=2[N:6]=[CH:7][N:8]=1.[H-].[Na+].C(N(CC)C(C)C)(C)C.[C:24]([O:28][C:29]([N:31]1[CH2:36][CH2:35][N:34]([C:37](Cl)=[O:38])[CH2:33][CH2:32]1)=[O:30])([CH3:27])([CH3:26])[CH3:25]>O1CCCC1>[C:24]([O:28][C:29]([N:31]1[CH2:32][CH2:33][N:34]([C:37](=[O:38])[NH:12][C:10]2[S:9][C:5]3[N:6]=[CH:7][N:8]=[C:3]([O:2][CH3:1])[C:4]=3[N:11]=2)[CH2:35][CH2:36]1)=[O:30])([CH3:27])([CH3:25])[CH3:26] |f:1.2|. Procedure details: A solution of 7-methoxy-thiazolo[5,4-d]pyrimidin-2-ylamine (3.5 g, 19.2 mmol) in tetrahydrofuran (100 mL) was treated with sodium hydride (60% in mineral oil, 2.3 g, 57 mmol) at 25° C. A slight evolution of gas was observed. The resulting purple slurry was warmed to 50° C. for 1 h. At this time, the reaction was cooled to 25° C. and was treated with N,N-diisopropylethylamine (10 mL, 57 mmol). The resulting mixture was stirred at 25° C. for 30 min. The mixture was then treated with a solution of ... The product is C(C)(C)(C)OC(=O)N1CCN(CC1)C(NC=1SC=2N=CN=C(C2N1)OC)=O (4-(7-methoxy-thiazolo[5,4-d]pyrimidin-2-ylcarbamoyl)-piperazine-1-carboxylic acid tert-butyl ester). Starting materials: C(C)(C)(C)OC(=O)N1CCN(CC1)C(=O)Cl (4-chlorocarbonyl-piperazine-1-carboxylic acid tert-butyl ester), COC=1C2=C(N=CN1)SC(=N2)N (7-methoxy-thiazolo[5,4-d]pyrimidin-2-ylamine), [H-].[Na+] (sodium hydride), C(C)(C)N(C(C)C)CC (N,N-diisopropylethylamine). Conditions: temperature 50 celsius, time 30 minute. Isolated yield 74.5%. The solvent is O1CCCC1 (tetrahydrofuran), O1CCCC1 (tetrahydrofuran). Starting materials: BrC=1OC2=C(C1C1=CC=CC=C1)C(=CC=C2)C (2-bromo-4-methyl-3-phenylbenzofuran), BrC=1OC2=C(C1C1=CC=CC=C1)C=CC(=C2)C (2-bromo-6-methyl-3-phenylbenzofuran), BrN1C(CCC1=O)=O (N-bromosuccinimide), C(C1=CC=CC=C1)(=O)OOC(C1=CC=CC=C1)=O (benzoyl peroxide), [C-]#N.[Na+] (sodium cyanide), BrC=1OC2=C(C1C1=CC=CC=C1)C(=CC=C2)CBr (2-bromo-4-bromomethyl-3-phenylbenzofuran). Solvent: C(C)O (ethanol), C(Cl)(Cl)(Cl)Cl (carbon tetrachloride), CC(=O)C (acetone). Conditions: temperature 25 celsius, time 16 hour. Product: BrC=1OC2=C(C1C1=CC=CC=C1)C(=CC=C2)CC#N (2-bromo-4-cyanomethyl-3-phenylbenzofuran). RXN SMILES: [Br:1][C:2]1[O:3][C:4]2[CH:16]=[CH:15][CH:14]=[C:13]([CH3:17])[C:5]=2[C:6]=1[C:7]1[CH:12]=[CH:11][CH:10]=[CH:9][CH:8]=1.BrC1OC2C=C(C)C=CC=2C=1C1C=CC=CC=1.Br[N:36]1C(=O)CC[C:37]1=O.C(OOC(=O)C1C=CC=CC=1)(=O)C1C=CC=CC=1.BrC1OC2C=CC=C(CBr)C=2C=1C1C=CC=CC=1.[C-]#N.[Na+]>CC(C)=O.C(O)C.C(Cl)(Cl)(Cl)Cl>[Br:1][C:2]1[O:3][C:4]2[CH:16]=[CH:15][CH:14]=[C:13]([CH2:17][C:37]#[N:36])[C:5]=2[C:6]=1[C:7]1[CH:12]=[CH:11][CH:10]=[CH:9][CH:8]=1 |f:5.6|. Procedure details: A mixture of 2-bromo-4-methyl-3-phenylbenzofuran and 2-bromo-6-methyl-3-phenylbenzofuran (about 15 percent 6 isomer) (51.5 g., 0.179 mole), N-bromosuccinimide (37.7 g., 0.178 mole) and benzoyl peroxide (about 0.05 g.) in 400 ml. of carbon tetrachloride is heated at its reflux temperature while shining a sunlamp on the mixture until reaction is complete. The mixture is cooled, then filtered to remove succinimide, and the organic layer is evaporated to dryness and suspended in petroleum ether. The... The reactants are CC([C@H](N)C(=O)OC(C)(C)C)CC(=O)OCC (1-(1,1-Dimethylethyl) 5-ethyl 3-methylglutamate). The solvent is C1(=CC=CC=C1)C (toluene). Run at temperature 110 celsius. The product is CC1[C@H](NC(C1)=O)C(=O)OC(C)(C)C (1,1-dimethylethyl 3-methyl-5-oxoprolinate). The yield is 88.1%. Reaction SMILES: [CH3:1][CH:2]([CH2:12][C:13]([O:15]CC)=O)[C@@H:3]([C:5]([O:7][C:8]([CH3:11])([CH3:10])[CH3:9])=[O:6])[NH2:4]>C1(C)C=CC=CC=1>[CH3:1][CH:2]1[CH2:12][C:13](=[O:15])[NH:4][C@@H:3]1[C:5]([O:7][C:8]([CH3:11])([CH3:10])[CH3:9])=[O:6]. Reported procedure: 1-(1,1-Dimethylethyl) 5-ethyl 3-methylglutamate (1.1 g, 4.5 mmol) was left to stand, attached to a high vacuum line, overnight and then over a weekend. Starting material was still evident at this stage so toluene (30 ml) was added and the resulting mixture was heated at 110° C. overnight. Evaporation gave 1,1-dimethylethyl 3-methyl-5-oxoprolinate (0.79 g) which was used in the next step without further purification.